From a dataset of the Open Reaction Database (ORD), a public repository of structured organic reaction records. describe an organic reaction: reactants, conditions, products, and yield Reactants: Brc1cnc2ccccc2c1, CCOC(C)=O, N#C[Cu], c1ccncc1. Yields the product N#Cc1cnc2ccccc2c1. As a reaction SMILES: [Br:1][c:2]1[cH:3][n:4][c:5]2[cH:6][cH:7][cH:8][cH:9][c:10]2[cH:11]1.[CH3:21][CH2:22][O:23][C:24]([CH3:25])=[O:26].[Cu:12][C:13]#[N:14].[cH:15]1[cH:16][cH:17][n:18][cH:19][cH:20]1>>[c:2]1([C:13]#[N:14])[cH:3][n:4][c:5]2[cH:6][cH:7][cH:8][cH:9][c:10]2[cH:11]1. Procedure: The operation was conducted in the same manner as in Example 1 but using an N-phenyl-1-formyl-(S)-prolineamide which was an amide compound having an oxo group on a carbon atom at the β-position of the nitrogen atom, as a formamide compound, instead of using the 1-formylpyrrolidine and conducting the reaction for 15 hours. As a result, there was obtained 0.121 g of a 1-phenyl-1-ethanol (yield, 99%). Further, this compound was measured for its optical purity to be 32.5% ee (R). RXN SMILES: [C:1]1(NC(=O)[C@@H]2CCCN2C=O)[CH:6]=[CH:5][CH:4]=[CH:3][CH:2]=1.[CH:17](N)=[O:18].[CH:20](N1CCCC1)=O>>[C:1]1([CH:17]([OH:18])[CH3:20])[CH:2]=[CH:3][CH:4]=[CH:5][CH:6]=1. The product is C1(=CC=CC=C1)C(C)O (1-phenyl-1-ethanol). Reactants: C1(=CC=CC=C1)NC([C@H]1N(CCC1)C=O)=O (N-phenyl-1-formyl-(S)-prolineamide), C(=O)N1CCCC1 (1-formylpyrrolidine), amide, C(=O)N (formamide). Isolated yield 99.0%. Reactants: N1(CCC(CC1)N1C(C[C@H]2CCCC[C@H]12)=O)C1CCNCC1 ((3aR,7aS)-1-(1,4′-bipiperidin-4-yl)octahydro-2H-indol-2-one), ClC(=O)OC(C)C (isopropyl chloroformate), Cl (HCl). Product: O=C1N([C@H]2CCCC[C@@H]2C1)C1CCN(CC1)C1CCN(CC1)C(=O)OC(C)C (isopropyl 4-[(3aR,7aS)-2-oxooctahydro-1H-indol-1-yl]-1,4′-bipiperidine-1′-carboxylate). RXN SMILES: [N:1]1([CH:17]2[CH2:22][CH2:21][NH:20][CH2:19][CH2:18]2)[CH2:6][CH2:5][CH:4]([N:7]2[C@@H:15]3[C@H:10]([CH2:11][CH2:12][CH2:13][CH2:14]3)[CH2:9][C:8]2=[O:16])[CH2:3][CH2:2]1.Cl[C:24]([O:26][CH:27]([CH3:29])[CH3:28])=[O:25].Cl>>[O:16]=[C:8]1[CH2:9][C@@H:10]2[C@H:15]([CH2:14][CH2:13][CH2:12][CH2:11]2)[N:7]1[CH:4]1[CH2:3][CH2:2][N:1]([CH:17]2[CH2:18][CH2:19][N:20]([C:24]([O:26][CH:27]([CH3:29])[CH3:28])=[O:25])[CH2:21][CH2:22]2)[CH2:6][CH2:5]1. Reported procedure: Following procedure similar to Example 82, the title compound was prepared from (3aR,7aS)-1-(1,4′-bipiperidin-4-yl)octahydro-2H-indol-2-one and isopropyl chloroformate. 1H NMR (400 MHz, METHANOL-D4) HCl salt: 6 ppm 1.24 (d, J=5.86 Hz, 6H), 1.27-1.53 (m, 4H), 1.53-1.83 (m, 4H), 1.84-2.00 (m, 4H), 2.04-2.17 (m, 3H), 2.26 (d, J=6.64 Hz, 1H), 2.28-2.37 (m, 1H), 2.35-2.68 (m, 2H), 2.74-2.95 (m, 2H), 3.03-3.23 (m, 3H), 3.34-3.46 (m, 1H), 3.60 (d, J=12.89 Hz, 2H), 3.78-3.94 (m, 1H), 4.29 (d, J=14.06 Hz... Starting materials: O=C1CCC(=O)N1Br, CC#N, Cc1cc2c(c(C)c1NC(=O)CC(C)(C)C)C(c1ccc(C(C)C)cc1)CO2, O. Yields the product Cc1c(Br)c2c(c(C)c1NC(=O)CC(C)(C)C)C(c1ccc(C(C)C)cc1)CO2. As a reaction SMILES: [Br:29][N:30]1[C:31](=[O:32])[CH2:33][CH2:34][C:35]1=[O:36].[CH3:38][C:39]#[N:40].[CH:1]([CH3:2])([CH3:3])[c:4]1[cH:5][cH:6][c:7]([CH:10]2[CH2:11][O:12][c:13]3[c:14]2[c:15]([CH3:28])[c:16]([NH:20][C:21]([CH2:22][C:23]([CH3:24])([CH3:25])[CH3:26])=[O:27])[c:17]([CH3:19])[cH:18]3)[cH:8][cH:9]1.[OH2:37]>>[CH:1]([CH3:2])([CH3:3])[c:4]1[cH:5][cH:6][c:7]([CH:10]2[CH2:11][O:12][c:13]3[c:14]2[c:15]([CH3:28])[c:16]([NH:20][C:21]([CH2:22][C:23]([CH3:24])([CH3:25])[CH3:26])=[O:27])[c:17]([CH3:19])[c:18]3[Br:29])[cH:8][cH:9]1. Starting materials: NC1=CC=C(C(=C1C(=O)O)F)Br (6-amino-3-bromo-2-fluorobenzoic acid), B.C1CCOC1 (BH3-THF). Solvent: C1CCOC1 (THF). Run at time 8 hour. The product is NC1=CC=C(C(=C1CO)F)Br ((6-amino-3-bromo-2-fluorophenyl)methanol). Yield: 98.1%. RXN SMILES: [NH2:1][C:2]1[C:7]([C:8](O)=[O:9])=[C:6]([F:11])[C:5]([Br:12])=[CH:4][CH:3]=1.B.C1COCC1>C1COCC1>[NH2:1][C:2]1[C:7]([CH2:8][OH:9])=[C:6]([F:11])[C:5]([Br:12])=[CH:4][CH:3]=1 |f:1.2|. Procedure details: To a solution of 6-amino-3-bromo-2-fluorobenzoic acid (9.0 g, 38.46 mmol) in THF (150 mL) was added BH3-THF (1 M, 193 mL) at 0° C., and the mixture was stirred at room temperature overnight. The reaction was slowly quenched with methanol (50 mL), and the solvents were removed under reduced pressure. The residue was diluted with 200 mL of ethyl acetate, washed with water (200 mL) and brine (200 mL), dried over sodium sulfate, filtered and concentrated to afford the title product (8.3 g, 98%), whi...